Dataset: the Open Reaction Database (ORD), a public repository of structured organic reaction records. Task: describe an organic reaction: reactants, conditions, products, and yield Starting materials: OC1=CC=CC=2NN=NC21 (hydroxybenzotriazole), N-4-trifluoromethylbenzyl-N-n-propylamine, C1(CCCCC1)N=C=NC1CCCCC1 (dicyclohexyl-carbodiimide). Run in CN(C=O)C (dimethylformamide). Run at temperature 5 celsius. Yields the product C(C)O.C(C)(C)OC(C)C (ethanol diisopropylether). Reaction SMILES: [OH:1][C:2]1[C:10]2N=NNC=2C=C[CH:3]=1.[CH:11]1(N=C=NC2CCCCC2)[CH2:16]CCC[CH2:12]1>CN(C)C=O>[CH2:2]([OH:1])[CH3:3].[CH:11]([O:1][CH:2]([CH3:3])[CH3:10])([CH3:16])[CH3:12] |f:3.4|. Reported procedure: Then, at 20° C., 18.3 g (0.12 mol) of hydroxybenzotriazole (HOBT), 23.7 g (0.109 mol) of N-4-trifluoromethylbenzyl-N-n-propylamine and 25.6 g (0.125 mol) of dicyclohexyl-carbodiimide (DCCI) and a further 250 ml of dimethylformamide (DMF) were added. The mixture was left to react for 24 hours. It was then cooled to 5° C. and filtered. 500 ml of water were added to the filtrate and it was extracted with ethyl acetate. The combined organic phases were washed with water and saturated sodium hydrogen... The product is CC1=[N+](C=CC=C1C)[O-] (2,3-Dimethylpyridine N-oxide). Run at temperature 0 celsius, time 1 hour. Procedure details: To the 2,3-dimethylpyridine (15.0 g, 140 mmol) in CHCl3 (40 mL) at 0° C. was slowly added a CHCl3 (200 mL) solution of m-chloroperbenzoic acid (21.5 g, 154 mmol). The mixture was stirred 1 hour at 0° C., the ice bath was removed and stirring continued another hour. Calcium hydroxide (26 g, 350 mmol) was added and the slurry was vigorously stirred 4.5 hours before filtering through celite. The cake was thoroughly washed with CH2Cl2. Evaporation of the solvents left an oily solid that was swished ... The reactants are CC1=NC=CC=C1C (2,3-dimethylpyridine), ClC1=CC(=CC=C1)C(=O)OO (m-chloroperbenzoic acid), [OH-].[Ca+2].[OH-] (Calcium hydroxide). The solvent is C(Cl)(Cl)Cl (CHCl3), C(Cl)(Cl)Cl (CHCl3). RXN SMILES: [CH3:1][C:2]1[C:7]([CH3:8])=[CH:6][CH:5]=[CH:4][N:3]=1.ClC1C=CC=C(C(OO)=[O:17])C=1.[OH-].[Ca+2].[OH-]>C(Cl)(Cl)Cl>[CH3:1][C:2]1[C:7]([CH3:8])=[CH:6][CH:5]=[CH:4][N+:3]=1[O-:17] |f:2.3.4|. Solvent: CC(C)(C)O (2-methyl-2-propanol), C(C)(C)O (isopropyl alcohol). Reactants: solution, CN(C=C(C(=O)C=1SC=CC1)C)C (3-(Dimethylamino)-2-methyl-1-(thiophen-2-yl)prop-2-en-1-one), NC(=S)N (Thiourea), CC(C)([O-])C.[K+] (potassium tert-butoxide), IC (iodomethane). Procedure: 3-(Dimethylamino)-2-methyl-1-(thiophen-2-yl)prop-2-en-1-one (0.2 g, 1.02 mmol) was dissolved in isopropyl alcohol (2mL) at room temperature. Thiourea (0.077 g, 1.02 mmol) followed by potassium tert-butoxide (1.102 mL of a 1.0 M solution in 2-methyl-2-propanol) was added to the mixture, which was then heated to reflux overnight. The reaction was cooled down to rt and iodomethane (0.126 mL, 2.04 mmol) was added to the reaction, which was stirred for an additional 6 h. The volatiles were removed in... The product is CC=1C(=NC(=NC1)SC)C=1SC=CC1 (5-Methyl-2-(methylthio)-4-(thiophen-2-yl)pyrimidine). RXN SMILES: CN(C)[CH:3]=[C:4]([CH3:12])[C:5]([C:7]1[S:8][CH:9]=[CH:10][CH:11]=1)=O.[NH2:14][C:15]([NH2:17])=[S:16].[CH3:18]C(C)([O-])C.[K+].IC>C(O)(C)C.CC(O)(C)C>[CH3:12][C:4]1[C:5]([C:7]2[S:8][CH:9]=[CH:10][CH:11]=2)=[N:14][C:15]([S:16][CH3:18])=[N:17][CH:3]=1 |f:2.3|. Reaction conditions: time 6 hour.